This data is from the Open Reaction Database (ORD), a public repository of structured organic reaction records. The task is: describe an organic reaction: reactants, conditions, products, and yield The reactants are OC1=CC=C(C(=O)NN)C=C1 (4-hydroxybenzoic acid hydrazide), C(C)(OCC)(OCC)OCC (1,1', 1"-[ethylidynetris(oxy)]trisethane). Product: 10.5, CC1=NN=C(O1)C1=CC=C(C=C1)O (4-(5-methyl-1,3,4-oxadiazol-2-yl)phenol). The yield is 99.0%. Reaction SMILES: [OH:1][C:2]1[CH:11]=[CH:10][C:5]([C:6]([NH:8][NH2:9])=[O:7])=[CH:4][CH:3]=1.[C:12](OCC)(OCC)(OCC)[CH3:13]>>[CH3:12][C:13]1[O:7][C:6]([C:5]2[CH:10]=[CH:11][C:2]([OH:1])=[CH:3][CH:4]=2)=[N:8][N:9]=1. Reported procedure: A mixture of 9.6 parts of 4-hydroxybenzoic acid hydrazide and 44 parts of 1,1', 1"-[ethylidynetris(oxy)]trisethane is stirred and refluxed overnight. The precipitated product is filtered off and crystallized from 1-butanol, yielding 10.5 parts (99%) of 4-(5-methyl-1,3,4-oxadiazol-2-yl)phenol; mp. 238.8° C. Starting materials: NC1=C(C(=O)N)C=C(C=C1)OC (2-amino-5-(methyloxy)benzamide), II, ClC=1N=C(C2=C(N1)N(C=C2)S(=O)(=O)C2=CC=C(C=C2)C)Cl (2,4-dichloro-7-[(4-methylphenyl)sulfonyl]-7H-pyrrolo[2,3-d]pyrimidine). Product: ClC=1N=C(C2=C(N1)N(C=C2)S(=O)(=O)C2=CC=C(C=C2)C)NC2=C(C(=O)N)C=C(C=C2)OC (2-({2-chloro-7-[(4-methylphenyl)sulfonyl]-7H-pyrrolo[2,3-d]pyrimidin-4-yl}amino)-5-(methyloxy)benzamide), solid. Yield: 81.0%. As a reaction SMILES: [Cl:1][C:2]1[N:3]=[C:4](Cl)[C:5]2[CH:10]=[CH:9][N:8]([S:11]([C:14]3[CH:19]=[CH:18][C:17]([CH3:20])=[CH:16][CH:15]=3)(=[O:13])=[O:12])[C:6]=2[N:7]=1.[NH2:22][C:23]1[CH:31]=[CH:30][C:29]([O:32][CH3:33])=[CH:28][C:24]=1[C:25]([NH2:27])=[O:26]>>[Cl:1][C:2]1[N:3]=[C:4]([NH:22][C:23]2[CH:31]=[CH:30][C:29]([O:32][CH3:33])=[CH:28][C:24]=2[C:25]([NH2:27])=[O:26])[C:5]2[CH:10]=[CH:9][N:8]([S:11]([C:14]3[CH:19]=[CH:18][C:17]([CH3:20])=[CH:16][CH:15]=3)(=[O:13])=[O:12])[C:6]=2[N:7]=1. Procedure: Using General Protocol II and starting with 2,4-dichloro-7-[(4-methylphenyl)sulfonyl]-7H-pyrrolo[2,3-d]pyrimidine (1.64 g, 4.82 mmol) and 2-amino-5-(methyloxy)benzamide (1.0 g, 6.00 mmol), 2-({2-chloro-7-[(4-methylphenyl)sulfonyl]-7H-pyrrolo[2,3-d]pyrimidin-4-yl}amino)-5-(methyloxy)benzamide was isolated as a white solid (1.83 g, 81% Yield); 1H NMR (400 MHz, DMSO-d6) δ ppm 2.36 (s, 3 H), 3.79 (s, 3 H), 6.61 (s, 1 H), 7.15 (dd, J=8.97, 2.93 Hz, 1 H), 7.31 (d, J=2.93 Hz, 1 H), 7.46 (d, J=8.05 Hz, ... Reactants: ClC=1C=C(C(=O)N)C=C(C1)Cl (3,5-Dichlorobenzamide), C1(=CC=C(C=C1)S(=O)(=O)O)C (p-toluenesulfonic acid), product, N1N=NC2=C1C=CC=C2 (benzotriazole). The product is N1(N=NC2=C1C=CC=C2)C(C(CC2=CC=CC=C2)(C)C)NC(C2=CC(=CC(=C2)Cl)Cl)=O (N-[1-(1H-1,2,3-Benzotriazol-1-yl)-2,2-dimethyl-3-phenylpropyl]-3,5-dichlorobenzamide). As a reaction SMILES: [Cl:1][C:2]1[CH:3]=[C:4]([CH:8]=[C:9]([Cl:11])[CH:10]=1)[C:5]([NH2:7])=[O:6].[NH:12]1[C:16]2[CH:17]=[CH:18][CH:19]=[CH:20][C:15]=2[N:14]=[N:13]1.[C:21]1([CH3:31])[CH:26]=[CH:25][C:24](S(O)(=O)=O)=[CH:23][CH:22]=1>>[N:12]1([CH:3]([NH:7][C:5](=[O:6])[C:4]2[CH:3]=[C:2]([Cl:1])[CH:10]=[C:9]([Cl:11])[CH:8]=2)[C:4]([CH3:8])([CH3:5])[CH2:31][C:21]2[CH:26]=[CH:25][CH:24]=[CH:23][CH:22]=2)[C:16]2[CH:17]=[CH:18][CH:19]=[CH:20][C:15]=2[N:14]=[N:13]1. Procedure details: 3,5-Dichlorobenzamide, the product from Example 18A, benzotriazole, and p-toluenesulfonic acid were processed as described in Example 18B to provide the title compound. Starting materials: O=Cc1ccc(Br)s1, Cc1ccccc1, OB(O)c1ccc(C(F)(F)F)cc1, [K+], [K+], O=C([O-])[O-], c1ccc(P(c2ccccc2)(c2ccccc2)[Pd](P(c2ccccc2)(c2ccccc2)c2ccccc2)(P(c2ccccc2)(c2ccccc2)c2ccccc2)P(c2ccccc2)(c2ccccc2)c2ccccc2)cc1. Product: O=Cc1ccc(-c2ccc(C(F)(F)F)cc2)s1. As a reaction SMILES: [Br:1][c:2]1[cH:3][cH:4][c:5]([CH:7]=[O:8])[s:6]1.[CH3:28][c:29]1[cH:30][cH:31][cH:32][cH:33][cH:34]1.[F:9][C:10]([c:11]1[cH:12][cH:13][c:14]([B:17]([OH:18])[OH:19])[cH:15][cH:16]1)([F:20])[F:21].[K+:22].[K+:23].[O-:24][C:25]([O-:26])=[O:27].[cH:35]1[cH:36][cH:37][c:38]([P:39]([Pd:40]([P:41]([c:42]2[cH:43][cH:44][cH:45][cH:46][cH:47]2)([c:48]2[cH:49][cH:50][cH:51][cH:52][cH:53]2)[c:54]2[cH:55][cH:56][cH:57][cH:58][cH:59]2)([P:60]([c:61]2[cH:62][cH:63][cH:64][cH:65][cH:66]2)([c:67]2[cH:68][cH:69][cH:70][cH:71][cH:72]2)[c:73]2[cH:74][cH:75][cH:76][cH:77][cH:78]2)[P:79]([c:80]2[cH:81][cH:82][cH:83][cH:84][cH:85]2)([c:86]2[cH:87][cH:88][cH:89][cH:90][cH:91]2)[c:92]2[cH:93][cH:94][cH:95][cH:96][cH:97]2)([c:98]2[cH:99][cH:100][cH:101][cH:102][cH:103]2)[c:104]2[cH:105][cH:106][cH:107][cH:108][cH:109]2)[cH:110][cH:111]1>>[c:2]1(-[c:14]2[cH:13][cH:12][c:11]([C:10]([F:9])([F:20])[F:21])[cH:16][cH:15]2)[cH:3][cH:4][c:5]([CH:7]=[O:8])[s:6]1. The reactants are ice-salt, NC1=CC=C(C=C1)CC(=O)OCC (ethyl 4-aminophenylacetate), ice-salt, N(=O)[O-].[Na+] (sodium nitrite), [Sn](Cl)Cl (tin(II) chloride). Run in Cl (HCl), O (H2O), Cl (HCl). Reaction conditions: temperature 0 celsius, time 10 minute. The product is Cl.C(C)OC(CC1=CC=C(C=C1)NN)=O (ethyl(4-hydrazinophenyl)acetate hydrochloride). Yield: 88.0%. RXN SMILES: [N:1]([O-])=O.[Na+].[NH2:5][C:6]1[CH:11]=[CH:10][C:9]([CH2:12][C:13]([O:15][CH2:16][CH3:17])=[O:14])=[CH:8][CH:7]=1.[Sn](Cl)[Cl:19]>O.Cl>[ClH:19].[CH2:16]([O:15][C:13](=[O:14])[CH2:12][C:9]1[CH:8]=[CH:7][C:6]([NH:5][NH2:1])=[CH:11][CH:10]=1)[CH3:17] |f:0.1,6.7|. Procedure details: A solution of sodium nitrite (NaNO2, 4.04 g, 58.6 mmol) in H2O (20 mL) was added to a cooled (−5° C., ice-salt) solution of ethyl 4-aminophenylacetate (10 g, 55.8 mmol) in conc. HCl (55 mL), at a rate such that the temperature did not exceed 0° C. The mixture was stirred at 0° C. for 10 min and then added portion-wise to a cooled (−5° C., ice-salt) and rapidly-stirred solution of tin(II) chloride (SnCl2, 39.67 g, 209.2 mmol) in conc. HCl (30 mL), at a rate such that the temperature did not excee... Reactants: N1C=C(C2=CC=CC=C12)C(C(=O)N1CCC(CC1)OC1=CC=CC=C1)=O (1-(indol-3-ylglyoxyloyl)-4-phenoxypiperidine), [H-].[Al+3].[Li+].[H-].[H-].[H-] (lithium aluminum hydride). Yields the product O(C1=CC=CC=C1)C1CCN(CC1)CCC1=CNC2=CC=CC=C12 (3-[2-(4-phenoxypiperidyl)ethyl]indole). As a reaction SMILES: [NH:1]1[C:9]2[C:4](=[CH:5][CH:6]=[CH:7][CH:8]=2)[C:3]([C:10](=O)[C:11]([N:13]2[CH2:18][CH2:17][CH:16]([O:19][C:20]3[CH:25]=[CH:24][CH:23]=[CH:22][CH:21]=3)[CH2:15][CH2:14]2)=O)=[CH:2]1.[H-].[Al+3].[Li+].[H-].[H-].[H-]>>[O:19]([CH:16]1[CH2:15][CH2:14][N:13]([CH2:11][CH2:10][C:3]2[C:4]3[C:9](=[CH:8][CH:7]=[CH:6][CH:5]=3)[NH:1][CH:2]=2)[CH2:18][CH2:17]1)[C:20]1[CH:25]=[CH:24][CH:23]=[CH:22][CH:21]=1 |f:1.2.3.4.5.6|. Reported procedure: By following the manipulative procedure described in Example 4(c), 5.0 g of 1-(indol-3-ylglyoxyloyl)-4-phenoxypiperidine are reacted with 2.8 g of lithium aluminum hydride to give white flakes of 3-[2-(4-phenoxypiperidyl)ethyl]indole, m.p. 123°-125° C. The reactants are O=C1O[C@H](CN1C1=CC=C(C=C1)C=1CCNCC1)CNC(C)=O ((S)-(-)-N-[[2-oxo-3-[4-(3,6-dihydro-2H-pyridin-4-yl)phenyl]-5-oxazolidinyl]methyl]acetamide), O=C1O[C@H](CN1C1=CC(=C(C=C1)C1CCNCC1)F)CNC(C)=O ((S)-(-)-N-[[2-oxo-3-[4-(4-piperidinyl)-3-fluorophenyl]-5-oxazolidinyl]methyl]acetamide). Product: COC(=O)N1CCC(=CC1)C1=CC=C(C=C1)N1C(O[C@H](C1)CNC(C)=O)=O ((S)-(-)-4-[4-[5-[(Acetylamino)methyl]-2-oxo-3-oxazolidinyl]phenyl]3,6-dihydro-1(2H)-pyridinecarboxylic acid methyl ester). RXN SMILES: [O:1]=[C:2]1[N:6]([C:7]2[CH:12]=[CH:11][C:10]([C:13]3[CH2:14][CH2:15][NH:16][CH2:17][CH:18]=3)=[CH:9][CH:8]=2)[CH2:5][C@H:4]([CH2:19][NH:20][C:21](=[O:23])[CH3:22])[O:3]1.[O:24]=[C:25]1N(C2C=CC(C3CCNCC3)=C(F)C=2)C[C@H:27](CNC(=O)C)[O:26]1>>[CH3:27][O:26][C:25]([N:16]1[CH2:15][CH:14]=[C:13]([C:10]2[CH:11]=[CH:12][C:7]([N:6]3[CH2:5][C@H:4]([CH2:19][NH:20][C:21](=[O:23])[CH3:22])[O:3][C:2]3=[O:1])=[CH:8][CH:9]=2)[CH2:18][CH2:17]1)=[O:24]. Procedure details: Following the general procedure of EXAMPLE 26, and making non-critical variations but substituting (S)-(-)-N-[[2-oxo-3-[4-(3,6-dihydro-2H-pyridin-4-yl)phenyl]-5-oxazolidinyl]methyl]acetamide EXAMPLE 58) for (S)-(-)-N-[[2-oxo-3-[4-(4-piperidinyl)-3-fluorophenyl]-5-oxazolidinyl]methyl]acetamide, the title compound is obtained, mp 142-145° C.